describe an organic reaction: reactants, conditions, products, and yield From a dataset of the Open Reaction Database (ORD), a public repository of structured organic reaction records. Starting materials: IC1=CC=C(C=C1)[Si](OC(C)C)(OC(C)C)C (4-iodo-1-(methyldiisopropyloxysilyl)benzene), CO (methanol). The reagents and catalysts are C1(=CC=C(C=C1)S(=O)(=O)O)C (p-toluene sulfonic acid). Reaction conditions: time 4 hour. Product: IC1=CC=C(C=C1)[Si](OC)(OC)C (4-iodo-1-(methyldimethoxysilyl)benzene). Isolated yield 84.5%. RXN SMILES: [I:1][C:2]1[CH:7]=[CH:6][C:5]([Si:8]([CH3:17])([O:13][CH:14](C)C)[O:9][CH:10](C)C)=[CH:4][CH:3]=1.CO>C1(C)C=CC(S(O)(=O)=O)=CC=1>[I:1][C:2]1[CH:7]=[CH:6][C:5]([Si:8]([CH3:17])([O:13][CH3:14])[O:9][CH3:10])=[CH:4][CH:3]=1. Reported procedure: Compound 4-iodo-1-(methyldiisopropyloxysilyl)benzene (11.27 g, 35.5 mmol) was dissolved in dry methanol (12.87 g, 400 mmol). 1% molar of p-toluene sulfonic acid (53 mg, 0.3 mmol) was added all at once. The yellow suspension was stirred for 4 hours. The organic solvent was pumped off and the corresponding crude orange oil was distilled under vacuum (B.p. 59-69° C., 3.10−1 mbar) to afford 4-iodo-1-(methyldimethoxysilyl)benzene as a colourless oil (9 g, 30 mmol) in 82% yield. 1H NMR (CDCl3, δ, ppm)... The reactants are NC1=C(C(=O)C2=CC=CC=C2)C=C(C=C1)Cl (2-amino-5-chlorobenzophenone), FC1=CC=C(C=C1)C(C)=O (4'-fluoroacetophenone), p-tosic acid. Reaction conditions: temperature 165 celsius. Product: ClC=1C=C2C(=CC(=NC2=CC1)C1=CC=C(C=C1)F)C1=CC=CC=C1 (6-chloro-2-(4-fluorophenyl)-4-phenylquinoline). Reaction SMILES: [NH2:1][C:2]1[CH:15]=[CH:14][C:13]([Cl:16])=[CH:12][C:3]=1[C:4]([C:6]1[CH:11]=[CH:10][CH:9]=[CH:8][CH:7]=1)=O.[F:17][C:18]1[CH:23]=[CH:22][C:21]([C:24](=O)[CH3:25])=[CH:20][CH:19]=1>>[Cl:16][C:13]1[CH:12]=[C:3]2[C:2](=[CH:15][CH:14]=1)[N:1]=[C:24]([C:21]1[CH:22]=[CH:23][C:18]([F:17])=[CH:19][CH:20]=1)[CH:25]=[C:4]2[C:6]1[CH:11]=[CH:10][CH:9]=[CH:8][CH:7]=1. Procedure details: A three-necked, 2 L round-bottomed flask equipped with a thermometer, a mechanical stirrer, and a distillation unit fitted with a nitrogen inlet valve was charged with 2-amino-5-chlorobenzophenone (695.0 g, 3.00 mol), 4'-fluoroacetophenone (456.0 g, 3.30 mol), and p-tosic acid (47.62 g, 0.25 mol). The reaction mixture was heated under nitrogen at 165° C. (44 h). The yellow 4'-acetophenone that co-distilled with the water was separated and reintroduced to the reaction mixture through the heating ... The reactants are C(C)C(C(=O)[O-])(C(=O)[O-])CC (diethylmalonate), [H-].[Na+] (sodium hydride), S(O)(O)(=O)=O (sulfuric acid), 1-N, C([O-])([O-])=O.[Na+].[Na+] (sodium carbonate), ClC1=NC(=NC(=C1)C)C1=NC(=CC=C1)C1=CC=CC=C1 (4-chloro-6-methyl-2-(6-phenyl-2-pyridinyl)pyrimidine), [OH-].[Na+] (Sodium hydroxide). The solvent is O1CCCC1 (tetrahydrofuran), O (water), CO (methanol). The product is CC1=NC(=NC(=C1)C)C1=NC(=CC=C1)C1=CC=CC=C1 (4,6-dimethyl-2-(6-phenyl-2-pyridinyl)pyrimidine). The yield is 86.3%. As a reaction SMILES: [CH2:1](C(CC)(C([O-])=O)C([O-])=O)C.[H-].[Na+].Cl[C:15]1[CH:20]=[C:19]([CH3:21])[N:18]=[C:17]([C:22]2[CH:27]=[CH:26][CH:25]=[C:24]([C:28]3[CH:33]=[CH:32][CH:31]=[CH:30][CH:29]=3)[N:23]=2)[N:16]=1.[OH-].[Na+].S(=O)(=O)(O)O.C(=O)([O-])[O-].[Na+].[Na+]>O.CO.O1CCCC1>[CH3:1][C:15]1[CH:20]=[C:19]([CH3:21])[N:18]=[C:17]([C:22]2[CH:27]=[CH:26][CH:25]=[C:24]([C:28]3[CH:33]=[CH:32][CH:31]=[CH:30][CH:29]=3)[N:23]=2)[N:16]=1 |f:1.2,4.5,7.8.9|. Reported procedure: To tetrahydrofuran (30 ml) were added diethylmalonate (1.6 g) and 60% oily sodium hydride (0.4 g), and then 4-chloro-6-methyl-2-(6-phenyl-2-pyridinyl)pyrimidine (2 g). The mixture was heated under refluxing for 30 minutes. Sodium hydroxide (0.85 g) solution in water (10 ml) and methanol (10 ml) was added thereto, and the mixture was further heated under refluxing for 20 minutes. After the mixture was left to stand until it was cooled to room temperature, sulfuric acid (1.4 g) was added dropwise ... Starting materials: NC1=C(C(=O)NC2=CC=CC=C2)C=CC=C1 (2-amino-N-phenylbenzamide), NC1=C(C(=O)NC2=CC=CC=C2)C=CC=C1 (2-amino-N-phenylbenzamide), CN(C1=CC=C(C=O)C=C1)C (4-dimethylaminobenzaldehyde). Run in C(C)O (ethanol). Product: CN(C1=CC=C(C=C1)C1NC2=CC=CC=C2C(N1C1=CC=CC=C1)=O)C (2-(4'-dimethylaminophenyl)-3-phenyl-1,2,3,4-tetrahydroquinazolin-4-one). As a reaction SMILES: [NH2:1][C:2]1[CH:16]=[CH:15][CH:14]=[CH:13][C:3]=1[C:4]([NH:6][C:7]1[CH:12]=[CH:11][CH:10]=[CH:9][CH:8]=1)=[O:5].[CH3:17][N:18]([CH3:27])[C:19]1[CH:26]=[CH:25][C:22]([CH:23]=O)=[CH:21][CH:20]=1>C(O)C>[CH3:17][N:18]([CH3:27])[C:19]1[CH:26]=[CH:25][C:22]([CH:23]2[N:6]([C:7]3[CH:12]=[CH:11][CH:10]=[CH:9][CH:8]=3)[C:4](=[O:5])[C:3]3[C:2](=[CH:16][CH:15]=[CH:14][CH:13]=3)[NH:1]2)=[CH:21][CH:20]=1. Procedure: 9.6 g (0.4 mol) Magnesium, 0.1 g iodine and 180 ml anhydrous (sodium dried) diethyl ether were placed in a 2 liter flask equipped with magnetic stirrer, condenser, dropping funnel containing 62.4 g (0.4 mol) ethyl iodide and drying (CaCl2) tubes. The ethyl iodide was added dropwise slowly until the reaction started. The magnetic stirrer was then started and the remaining ethyl iodide added over a period of about 3/4 hr. It was not found necessary to apply external cooling. Stirring was continued...